This data is from the Open Reaction Database (ORD), a public repository of structured organic reaction records. The task is: describe an organic reaction: reactants, conditions, products, and yield Reactants: 4-hydroxy, ClC(F)F (chlorodifluoromethane), FF (fluorine), Difluoromethoxypyrimidines, ester, alkoxypyrimidines, Trifluoro- and chlorodifluoromethoxypyrimidines, NC1=NC(=CC(=N1)OC)OC (2-amino-4,6-dimethoxypyrimidine). Yields the product NC1=NC(=CC(=N1)OC(F)F)OC (2-amino-4-difluoromethoxy-6-methoxypyrimidine). Isolated yield 10.0%. Reaction SMILES: FF.[NH2:3][C:4]1[N:9]=[C:8]([O:10]C)[CH:7]=[C:6]([O:12][CH3:13])[N:5]=1.Cl[CH:15]([F:17])[F:16]>>[NH2:3][C:4]1[N:9]=[C:8]([O:10][CH:15]([F:17])[F:16])[CH:7]=[C:6]([O:12][CH3:13])[N:5]=1. Reported procedure: Because of the difficulty of handling fluorine, which is extremely reactive, non-selective and toxic, to date no methods for the direct fluorination of alkoxypyrimidines have been disclosed. Trifluoro- and chlorodifluoromethoxypyrimidines have not been disclosed either. Difluoromethoxypyrimidines have been obtained by a circuitous route, for example by ester cleavage of 2-amino-4,6-dimethoxypyrimidine to give the corresponding 4-hydroxy compound and subsequent reaction with chlorodifluoromethane... Reactants: CC(C)(C)c1cc(SC(=O)Sc2cc(C(C)(C)C)c(O)c(C(C)(C)C)c2)cc(C(C)(C)C)c1O, ClCCl, NN, O. Product: CC(C)(C)c1cc(SC(=O)NN)cc(C(C)(C)C)c1O. As a reaction SMILES: [C:1]([S:2][c:3]1[cH:4][c:5]([C:14]([CH3:15])([CH3:16])[CH3:17])[c:6]([OH:13])[c:7]([C:9]([CH3:10])([CH3:11])[CH3:12])[cH:8]1)(=[O:18])[S:19][c:20]1[cH:21][c:22]([C:23]([CH3:24])([CH3:25])[CH3:26])[c:27]([OH:28])[c:29]([C:30]([CH3:31])([CH3:32])[CH3:33])[cH:34]1.[Cl:38][CH2:39][Cl:40].[NH2:36][NH2:37].[OH2:35]>>[C:1]([S:2][c:3]1[cH:4][c:5]([C:14]([CH3:15])([CH3:16])[CH3:17])[c:6]([OH:13])[c:7]([C:9]([CH3:10])([CH3:11])[CH3:12])[cH:8]1)(=[O:18])[NH:36][NH2:37].